From a dataset of the Open Reaction Database (ORD), a public repository of structured organic reaction records. describe an organic reaction: reactants, conditions, products, and yield Reactants: FC(C(=O)C1=CNC2=CC=CC=C12)(F)F (3-(trifluoroacetyl)-1H-indole), C=O (paraformaldehyde). The reagents and catalysts are C(C)N(CC)CC (triethylamine). Run in CC(=O)C (acetone). Reaction conditions: temperature 130 celsius, time 2 hour. The product is FC(C(=O)C1=CN(C2=CC=CC=C12)CO)(F)F (3-(trifluoroacetyl)-1H-indole-1-ylmethanol). Yield: 97.9%. As a reaction SMILES: [F:1][C:2]([F:15])([F:14])[C:3]([C:5]1[C:13]2[C:8](=[CH:9][CH:10]=[CH:11][CH:12]=2)[NH:7][CH:6]=1)=[O:4].[CH2:16]=[O:17]>C(N(CC)CC)C.CC(C)=O>[F:15][C:2]([F:1])([F:14])[C:3]([C:5]1[C:13]2[C:8](=[CH:9][CH:10]=[CH:11][CH:12]=2)[N:7]([CH2:16][OH:17])[CH:6]=1)=[O:4]. Procedure details: The mixture of 4.80 g of 3-(trifluoroacetyl)-1H-indole, 1.35 g of paraformaldehyde and 0.10 g of triethylamine was stirred at 130° C. for 2 hours. After the reaction mixture was cooled to room temperature, acetone was added to the reaction mixture. The mixture was filtered, and then the filtrate was concentrated under reduced pressure. The residue was subjected to silica gel column chromatography, and hexane was added to the residue, as a result, a crystal was formed. The crystal was collected t... Reactants: OC1=CC=C(C(=O)C2=CC=CC=C2)C=C1 (4-hydroxy-benzophenone), C(CCC)[Sn](OC)(CCCC)CCCC (tri-n-butylmethoxy tin). The solvent is ClCCCl (1,2-dichloroethane). Conditions: temperature 60 celsius. The product is C(CCC)[Sn](OC1=CC=C(C(=O)C2=CC=CC=C2)C=C1)(CCCC)CCCC (4-[(tributylstannyl)oxy]-benzophenone). Yield: 81.0%. Reaction SMILES: [OH:1][C:2]1[CH:15]=[CH:14][C:5]([C:6]([C:8]2[CH:13]=[CH:12][CH:11]=[CH:10][CH:9]=2)=[O:7])=[CH:4][CH:3]=1.[CH2:16]([Sn:20]([CH2:27][CH2:28][CH2:29][CH3:30])([CH2:23][CH2:24][CH2:25][CH3:26])OC)[CH2:17][CH2:18][CH3:19]>ClCCCl>[CH2:27]([Sn:20]([CH2:16][CH2:17][CH2:18][CH3:19])([CH2:23][CH2:24][CH2:25][CH3:26])[O:1][C:2]1[CH:3]=[CH:4][C:5]([C:6]([C:8]2[CH:13]=[CH:12][CH:11]=[CH:10][CH:9]=2)=[O:7])=[CH:14][CH:15]=1)[CH2:28][CH2:29][CH3:30]. Reported procedure: In a 50 ml dry three-neck-flask 1.5 g (7.6 mmol) of 4-hydroxy-benzophenone are suspended in 25 ml of 1,2-dichloroethane and heated to reflux under argon flow. 2.7 g (8.4 mmol) of tri-n-butylmethoxy tin are added to the solution in the course of 0.5 h. The conversion is complete according to the 1H-NMR-spectrum. The solution is concentrated and dried in high vacuum. 4.1 g of an orange oil crystallize. The crude product is dissolved at 90° C. in 20 ml of heptane. The solution is cooled and at abou... Product: O=C(O)c1cccc2cc3cc(F)ccc3nc12. The reactants are CO, O=C(O)c1cccc2c(=O)c3cc(F)ccc3[nH]c12, O. Reaction SMILES: [CH3:20][OH:21].[F:1][c:2]1[cH:3][cH:4][c:5]2[nH:6][c:7]3[c:8]([C:17](=[O:18])[OH:19])[cH:9][cH:10][cH:11][c:12]3[c:13](=[O:16])[c:14]2[cH:15]1.[OH2:22]>>[F:1][c:2]1[cH:3][cH:4][c:5]2[n:6][c:7]3[c:8]([C:17](=[O:18])[OH:19])[cH:9][cH:10][cH:11][c:12]3[cH:13][c:14]2[cH:15]1. The reactants are CC(O)C1=CC2=C(SC(S2)(C)C)C=C1 (α,2,2-trimethyl-1,3-benzodithiol-5-methanol), Br.C1(=CC=CC=C1)P(C1=CC=CC=C1)C1=CC=CC=C1 (triphenylphosphine hydrobromide). Solvent: C(C)#N (acetonitrile). Yields the product [Br-].CC1(SC2=C(S1)C=CC(=C2)C(C)[P+](C2=CC=CC=C2)(C2=CC=CC=C2)C2=CC=CC=C2)C ([1-(2,2-dimethyl-1,3-benzodithiol-5-yl)ethyl]triphenylphosphonium bromide). Yield: 100.1%. As a reaction SMILES: [CH3:1][CH:2]([C:4]1[CH:14]=[CH:13][C:7]2[S:8][C:9]([CH3:12])([CH3:11])[S:10][C:6]=2[CH:5]=1)O.[BrH:15].[C:16]1([P:22]([C:29]2[CH:34]=[CH:33][CH:32]=[CH:31][CH:30]=2)[C:23]2[CH:28]=[CH:27][CH:26]=[CH:25][CH:24]=2)[CH:21]=[CH:20][CH:19]=[CH:18][CH:17]=1>C(#N)C>[Br-:15].[CH3:11][C:9]1([CH3:12])[S:8][C:7]2[CH:13]=[CH:14][C:4]([CH:2]([P+:22]([C:23]3[CH:24]=[CH:25][CH:26]=[CH:27][CH:28]=3)([C:29]3[CH:34]=[CH:33][CH:32]=[CH:31][CH:30]=3)[C:16]3[CH:17]=[CH:18][CH:19]=[CH:20][CH:21]=3)[CH3:1])=[CH:5][C:6]=2[S:10]1 |f:1.2,4.5|. Procedure: 28.9 g of aluminum chloride were added portionwise at 0° C. to 16.8 ml of acetyl chloride in 360 ml of methylene chloride. After an additional 30 minutes at 0° C., a solution of 35.9 g of 2,2-dimethyl-1,3-benzodithiol in 180 ml of methylene chloride was slowly added dropwise and the mixture was stirred at 0° C. for an additional 12 hours and thereafter at 20° C. for 5 hours. Thereafter, the mixture was poured on to ice, extracted with methylene chloride and the extracts were washed neutral with ...